Dataset: the Open Reaction Database (ORD), a public repository of structured organic reaction records. Task: describe an organic reaction: reactants, conditions, products, and yield The reactants are CN1CCOCC1 (N-methylmorpholine), ClC(=O)OCC(C)C (isobutyl chloroformate), CC(C)(C)OC(=O)N[C@@H](CC1=CNC2=CC=CC=C21)C(=O)O (Boc-trp-OH), N[C@@H](CC(C)C)C(=O)N([C@@H](CC1=CC=CC=C1)C(=O)N)C (H-Leu-MePhe-NH2), H-Leu-Mephe-NH2, hydrochloride salt, anhydride. The solvent is O1CCCC1 (tetrahydrofuran). Product: CC(C)(C)OC(=O)N[C@@H](CC1=CC=2C=CC=CC2N1)C(=O)O.N[C@@H](CC(C)C)C(=O)N([C@@H](CC1=CC=CC=C1)C(=O)N)C (Boc-trp Leu-MePhe-NH2), Boc-trp-Leu-Mephe-NH2. Isolated yield 78.0%. As a reaction SMILES: [CH3:1][C:2]([O:5][C:6]([NH:8][C@H:9]([C:20]([OH:22])=[O:21])CC1C2C(=CC=CC=2)NC=1)=[O:7])([CH3:4])[CH3:3].[NH2:23][C@H:24]([C:29]([N:31]([CH3:43])[C@H:32]([C:40]([NH2:42])=[O:41])[CH2:33][C:34]1[CH:39]=[CH:38][CH:37]=[CH:36][CH:35]=1)=[O:30])[CH2:25][CH:26]([CH3:28])[CH3:27].ClC(OCC(C)C)=O.CN1CCOCC1>O1CCCC1>[CH3:4][C:2]([O:5][C:6]([NH:8][C@H:9]([C:20]([OH:22])=[O:21])[CH2:40][C:32]1[NH:31][C:39]2[CH:38]=[CH:37][CH:36]=[CH:35][C:34]=2[CH:33]=1)=[O:7])([CH3:1])[CH3:3].[NH2:23][C@H:24]([C:29]([N:31]([CH3:43])[C@H:32]([C:40]([NH2:42])=[O:41])[CH2:33][C:34]1[CH:39]=[CH:38][CH:37]=[CH:36][CH:35]=1)=[O:30])[CH2:25][CH:26]([CH3:27])[CH3:28] |f:5.6|. Procedure: Condensation of Boc-trp-OH (1.81 g.) and H-Leu-MePhe-NH2 and H-Leu-Mephe-NH2 (mixture of isomers) hydrochloride salt (1.95 g.) by the mixed anhydride method using isobutyl chloroformate (813 mg.) and N-methylmorpholine (two 685 mg. portions) in tetrahydrofuran (35 ml.) at -20° C. for 20 min. and then at room temperature briefly, isolation by ethyl acetate extraction, and purification by filtration through silica gel with ethyl acetate gave Boc-trp-Leu-MePhe-NH2 and Boc-trp-Leu-Mephe-NH2 (mixture... Starting materials: COC(C1=CC=C(C=C1)C(=O)N1CCN(CC1)C1=NC=CC=C1NC(C)C)=O (4-[1-[3-(isopropylamino)-2-pyridyl]piperazin-4-yl-carbonyl]benzoic acid methyl ester), NC[C@H](C)O ((S)-(+)-1-amino-2-propanol). Product: O[C@H](CNC(=O)C1=CC=C(C=C1)C(=O)N1CCN(CC1)C1=NC=CC=C1NC(C)C)C (1-[N-[(2S)-2-Hydroxypropyl]carbamoyl]-4-[1-[3-(isopropylamino)-2-pyridyl]piperazin-4-yl-carbonyl]benzene). Yield: 81.0%. As a reaction SMILES: CO[C:3](=[O:28])[C:4]1[CH:9]=[CH:8][C:7]([C:10]([N:12]2[CH2:17][CH2:16][N:15]([C:18]3[C:23]([NH:24][CH:25]([CH3:27])[CH3:26])=[CH:22][CH:21]=[CH:20][N:19]=3)[CH2:14][CH2:13]2)=[O:11])=[CH:6][CH:5]=1.[NH2:29][CH2:30][C@@H:31]([OH:33])[CH3:32]>>[OH:33][C@@H:31]([CH3:32])[CH2:30][NH:29][C:3]([C:4]1[CH:5]=[CH:6][C:7]([C:10]([N:12]2[CH2:13][CH2:14][N:15]([C:18]3[C:23]([NH:24][CH:25]([CH3:26])[CH3:27])=[CH:22][CH:21]=[CH:20][N:19]=3)[CH2:16][CH2:17]2)=[O:11])=[CH:8][CH:9]=1)=[O:28]. Reported procedure: By the same procedure as described in the example 31, synthesis was carried out starting with 4-[1-[3-(isopropylamino)-2-pyridyl]piperazin-4-yl-carbonyl]benzoic acid methyl ester and using (S)-(+)-1-amino-2-propanol. Then, the product was recrystallized using isopropanol and tetrahydrofuran to give the desired compound. Reactants: CN=C=S, Cc1ccccc1, Cc1ncc2cc(-c3c(Cl)cccc3Cl)c(N)nc2n1. The product is CNC(=S)Nc1nc2nc(C)ncc2cc1-c1c(Cl)cccc1Cl. Reaction SMILES: [CH3:21][N:22]=[C:23]=[S:24].[CH3:25][c:26]1[cH:27][cH:28][cH:29][cH:30][cH:31]1.[Cl:1][c:2]1[c:3](-[c:9]2[cH:10][c:11]3[c:12]([n:13][c:14]([CH3:17])[n:15][cH:16]3)[n:18][c:19]2[NH2:20])[c:4]([Cl:8])[cH:5][cH:6][cH:7]1>>[Cl:1][c:2]1[c:3](-[c:9]2[cH:10][c:11]3[c:12]([n:13][c:14]([CH3:17])[n:15][cH:16]3)[n:18][c:19]2[NH:20][C:23]([NH:22][CH3:21])=[S:24])[c:4]([Cl:8])[cH:5][cH:6][cH:7]1.